From a dataset of the Open Reaction Database (ORD), a public repository of structured organic reaction records. describe an organic reaction: reactants, conditions, products, and yield Starting materials: FC=1C=CC=2N(C1)C=C(N2)C=2C=C(C=NC2)C(C)(C)O (2-(5-(6-Fluoroimidazo[1,2-a]pyridin-2-yl)pyridin-3-yl)propan-2-ol), ClN1C(CCC1=O)=O (N-chlorosuccinimide). Run in C(C)#N (acetonitrile). Reaction conditions: time 2 hour. The product is ClC1=C(N=C2N1C=C(C=C2)F)C=2C=C(C=NC2)C(C)(C)O (2-(5-(3-Chloro-6-fluoroimidazo[1,2-a]pyridin-2-yl)pyridin-3-yl)propan-2-ol). As a reaction SMILES: [F:1][C:2]1[CH:3]=[CH:4][C:5]2[N:6]([CH:8]=[C:9]([C:11]3[CH:12]=[C:13]([C:17]([OH:20])([CH3:19])[CH3:18])[CH:14]=[N:15][CH:16]=3)[N:10]=2)[CH:7]=1.[Cl:21]N1C(=O)CCC1=O>C(#N)C>[Cl:21][C:8]1[N:6]2[CH:7]=[C:2]([F:1])[CH:3]=[CH:4][C:5]2=[N:10][C:9]=1[C:11]1[CH:12]=[C:13]([C:17]([OH:20])([CH3:18])[CH3:19])[CH:14]=[N:15][CH:16]=1. Reported procedure: To a solution of the title compound from Example 2 Step E (0.068 g, 0.251 mmol) in acetonitrile (1.25 ml) was added N-chlorosuccinimide (0.040 g, 0.301 mmol). The resulting mixture was stirred at room temperature for 2 hours, then concentrated under reduced pressure. The resulting residue was diluted with dichloromethane, washed with saturated aqueous sodium chloride solution, dried over MgSO4, filtered, and concentrated under reduced pressure. Purification by flash chromatography on silica gel ...